From a dataset of the Open Reaction Database (ORD), a public repository of structured organic reaction records. describe an organic reaction: reactants, conditions, products, and yield The reactants are CC(C)C(=O)O, CCOC(C)=O, CC(C)c1nc2ccc([N+](=O)[O-])cc2[nH]1, Nc1ccc([N+](=O)[O-])cc1N. Product: CC(C)c1nc2ccc(N)cc2[nH]1. RXN SMILES: [CH3:27][CH:28]([C:29](=[O:30])[OH:31])[CH3:32].[CH3:33][CH2:34][O:35][C:36]([CH3:37])=[O:38].[CH:12]([CH3:13])([CH3:14])[c:15]1[nH:16][c:17]2[c:18]([n:19]1)[cH:20][cH:21][c:22]([N+:24]([O-:25])=[O:26])[cH:23]2.[N+:1]([c:2]1[cH:3][cH:4][c:5]([NH2:6])[c:7]([NH2:8])[cH:9]1)([O-:10])=[O:11]>>[CH:12]([CH3:13])([CH3:14])[c:15]1[nH:16][c:17]2[c:18]([n:19]1)[cH:20][cH:21][c:22]([NH2:24])[cH:23]2. The reactants are FC1=C(C(=C(C(=C1OC(CNC(=O)OCC1C2=CC=CC=C2C2=CC=CC=C12)=O)F)F)F)F (Fmoc-glycine pentafluorophenyl ester), solution, NCC(=O)N[C@@H](CC1=CC=CC=C1)C(=O)N[C@@H](CC(C)C)C(=O)O (Gly-L-Phe-L-Leu), CCN(C(C)C)C(C)C (DIEA). Run in CN(C)C=O (DMF). Conditions: time 3 hour. Product: NCC(=O)NCC(=O)N[C@@H](CC1=CC=CC=C1)C(=O)N[C@@H](CC(C)C)C(=O)O (Gly-Gly-L-Phe-L-Leu). As a reaction SMILES: FC1C([O:8][C:9](=O)[CH2:10][NH:11]C(OCC2C3C(=CC=CC=3)C3C2=CC=CC=3)=O)=C(F)C(F)=C(F)C=1F.CCN(C(C)C)C(C)C.[NH2:43][CH2:44][C:45]([NH:47][C@H:48]([C:56]([NH:58][C@H:59]([C:64]([OH:66])=[O:65])[CH2:60][CH:61]([CH3:63])[CH3:62])=[O:57])[CH2:49][C:50]1[CH:55]=[CH:54][CH:53]=[CH:52][CH:51]=1)=[O:46]>CN(C=O)C>[NH2:11][CH2:10][C:9]([NH:43][CH2:44][C:45]([NH:47][C@H:48]([C:56]([NH:58][C@H:59]([C:64]([OH:66])=[O:65])[CH2:60][CH:61]([CH3:62])[CH3:63])=[O:57])[CH2:49][C:50]1[CH:55]=[CH:54][CH:53]=[CH:52][CH:51]=1)=[O:46])=[O:8]. Procedure details: Fmoc-glycine pentafluorophenyl ester (46 mg, 0.1 mmol) is dissolved in anhydrous DMF (1 mL) containing DIEA (17 μL, 0.1 mmol). About 0.5-1.0 mL of this solution is added to Gly-L-Phe-L-Leu ELAMS™ in a test tube and the tube vortexed for about 3 hours. The ELAMS™ are pelleted and washed with DMF (4×) and methylene chloride (2×). Deprotection can be effected by treatment with a solution of 20% piperidine in DMF for 30 min. The ELAMS™ are then washed with DMF (2×), ethanol (2×) and methylene chlori... Starting materials: C(C)OC([C@H](CC1=CC=C(C=C1)OCCCBr)OC)=O ((2S)-3-[4-(3-Bromo-propoxy)-phenyl]-2-methoxy-propionic acid ethyl ester), O1COC2=C1C=CC(=C2)C2=CC=C(C=C2)O (4-Benzo[1,3]dioxol-5-yl-phenol), [OH-].[Na+] (NaOH). Product: O1COC2=C1C=CC(=C2)C2=CC=C(OCCCOC1=CC=C(C=C1)C[C@@H](C(=O)O)OC)C=C2 ((2S)-3-{4-[3-(4-Benzo[1,3]dioxol-5-yl-phenoxy)-propoxy]-phenyl}-2-methoxy-propionic acid). As a reaction SMILES: C([O:3][C:4](=[O:20])[C@@H:5]([O:18][CH3:19])[CH2:6][C:7]1[CH:12]=[CH:11][C:10]([O:13][CH2:14][CH2:15][CH2:16]Br)=[CH:9][CH:8]=1)C.[O:21]1[C:25]2[CH:26]=[CH:27][C:28]([C:30]3[CH:35]=[CH:34][C:33]([OH:36])=[CH:32][CH:31]=3)=[CH:29][C:24]=2[O:23][CH2:22]1.[OH-].[Na+]>>[O:21]1[C:25]2[CH:26]=[CH:27][C:28]([C:30]3[CH:35]=[CH:34][C:33]([O:36][CH2:16][CH2:15][CH2:14][O:13][C:10]4[CH:9]=[CH:8][C:7]([CH2:6][C@H:5]([O:18][CH3:19])[C:4]([OH:3])=[O:20])=[CH:12][CH:11]=4)=[CH:32][CH:31]=3)=[CH:29][C:24]=2[O:23][CH2:22]1 |f:2.3|. Reported procedure: (2S)-3-[4-(3-Bromo-propoxy)-phenyl]-2-methoxy-propionic acid ethyl ester from Example 173, Step A was treated with 4-Benzo[1,3]dioxol-5-yl-phenol from Step A under the Standard Procedure J. The compound thus obtained was allowed to react under Standard hydrolysis procedure C (NaOH) to give the title compound. MS(ES) for C26H26O7 [M+NH4]+: 468, [M+Na]+: 473.